From a dataset of the Open Reaction Database (ORD), a public repository of structured organic reaction records. describe an organic reaction: reactants, conditions, products, and yield Reactants: c1ccc(CC2CCNC2)cc1, O=C(O)c1cnoc1-c1ccc(C(F)(F)F)cc1. The product is O=C(c1cnoc1-c1ccc(C(F)(F)F)cc1)N1CCC(Cc2ccccc2)C1. Reaction SMILES: [CH2:19]([c:20]1[cH:21][cH:22][cH:23][cH:24][cH:25]1)[CH:26]1[CH2:27][NH:28][CH2:29][CH2:30]1.[F:1][C:2]([c:3]1[cH:4][cH:5][c:6](-[c:9]2[c:10]([C:14](=[O:15])[OH:16])[cH:11][n:12][o:13]2)[cH:7][cH:8]1)([F:17])[F:18]>>[F:1][C:2]([c:3]1[cH:4][cH:5][c:6](-[c:9]2[c:10]([C:14](=[O:16])[N:28]3[CH2:27][CH:26]([CH2:19][c:20]4[cH:21][cH:22][cH:23][cH:24][cH:25]4)[CH2:30][CH2:29]3)[cH:11][n:12][o:13]2)[cH:7][cH:8]1)([F:17])[F:18]. The reactants are IC1=CN(C2=CC=C(C=C12)C=1SC(=NN1)S(=O)C)S(=O)(=O)C1=CC=C(C)C=C1 (2-(3-iodo-1-tosyl-1H-indol-5-yl)-5-(methylsulfinyl)-1,3,4-thiadiazole), COC1=CC=C(CN)C=C1 (4-methoxybenzylamine). Solvent: O1CCOCC1 (dioxane). Reaction conditions: temperature 100 celsius. Product: IC1=CN(C2=CC=C(C=C12)C1=NN=C(S1)NCC1=CC=C(C=C1)OC)S(=O)(=O)C1=CC=C(C)C=C1 (5-(3-iodo-1-tosyl-1H-indol-5-yl)-N-(4-methoxybenzyl)-1,3,4-thiadiazol-2-amine). The yield is 52.4%. As a reaction SMILES: [I:1][C:2]1[C:10]2[C:5](=[CH:6][CH:7]=[C:8]([C:11]3[S:12][C:13](S(C)=O)=[N:14][N:15]=3)[CH:9]=2)[N:4]([S:19]([C:22]2[CH:28]=[CH:27][C:25]([CH3:26])=[CH:24][CH:23]=2)(=[O:21])=[O:20])[CH:3]=1.[CH3:29][O:30][C:31]1[CH:38]=[CH:37][C:34]([CH2:35][NH2:36])=[CH:33][CH:32]=1>O1CCOCC1>[I:1][C:2]1[C:10]2[C:5](=[CH:6][CH:7]=[C:8]([C:11]3[S:12][C:13]([NH:36][CH2:35][C:34]4[CH:37]=[CH:38][C:31]([O:30][CH3:29])=[CH:32][CH:33]=4)=[N:14][N:15]=3)[CH:9]=2)[N:4]([S:19]([C:22]2[CH:23]=[CH:24][C:25]([CH3:26])=[CH:27][CH:28]=2)(=[O:21])=[O:20])[CH:3]=1. Procedure: To a mixture of 2-(3-iodo-1-tosyl-1H-indol-5-yl)-5-(methylsulfinyl)-1,3,4-thiadiazole (423 mg, 0.757 mmol) in dioxane (3.0 mL) was added 4-methoxybenzylamine (0.294 mL, 2.268 mmol) at RT. The reaction was heated at 100° C. for 24 h. The solvent was removed and the residue was sonicated in MeOH and filtered. The filtrate was concentrated and the residue was purified with flash chromatography (eluting with 0-50% EtOAc in DCM) to give 5-(3-iodo-1-tosyl-1H-indol-5-yl)-N-(4-methoxybenzyl)-1,3,4-thiad... The reactants are NCCN1CCCC1 (1-(2-aminoethyl)-pyrrolidine), O=C1C=2N=CN(C2N=CN1)CCC(=O)OCC (3-(1,6-dihydro-6-oxo-9H-purin-9-yl)propionic acid, ethyl ester). Solvent: C(C)#N (acetonitrile). Run at time 1 hour. The product is O=C1C=2N=CN(C2N=CN1)CCC(=O)NCCN1CCCC1 (3-(1,6-dihydro-6-oxo-9H-purin-9-yl)-N-[2-(1-pyrrolidinyl)ethyl]propanamide). Isolated yield 85.2%. RXN SMILES: [NH2:1][CH2:2][CH2:3][N:4]1[CH2:8][CH2:7][CH2:6][CH2:5]1.[O:9]=[C:10]1[NH:18][CH:17]=[N:16][C:15]2[N:14]([CH2:19][CH2:20][C:21](OCC)=[O:22])[CH:13]=[N:12][C:11]1=2>C(#N)C>[O:9]=[C:10]1[NH:18][CH:17]=[N:16][C:15]2[N:14]([CH2:19][CH2:20][C:21]([NH:1][CH2:2][CH2:3][N:4]3[CH2:8][CH2:7][CH2:6][CH2:5]3)=[O:22])[CH:13]=[N:12][C:11]1=2. Procedure details: 0.500 g. (4.38 mmol) of 1-(2-aminoethyl)-pyrrolidine was heated 100°-110° C. with 0.250 g (1.06 mmol) of 3-(1,6-dihydro-6-oxo-9H-purin-9-yl)propionic acid, ethyl ester (AIT-0027) in a 10 ml round bottom flask with stirring for one hour. Then, 10 ml of acetonitrile was added and the solution was stirred for 15 minutes. The resulting precipitate was collected by vacuum filtration. The solid was washed with acetonitrile and then with ether to yield 275 mg of 3-(1,6-dihydro-6-oxo-9H-purin-9-yl)-N-[2... Starting materials: C[Si](C)(C)C1=NC=2N=C(NC(C2N1)=O)N([Si](C)(C)C)[Si](C)(C)C (tris-(trimethylsilyl)guanine), C(C1=CC=CC=C1)(=O)OCCOCCl (2-benzoyloxyethoxymethyl chloride). The product is C(C1=CC=CC=C1)(=O)OCCOCN1C=2N=C(NC(C2N=C1)=O)N (9-(2-benzoyloxyethoxymethyl)guanine). The yield is 32.0%. Reaction SMILES: C[Si]([C:5]1[NH:13][C:12]2[C:11](=[O:14])[NH:10][C:9]([N:15]([Si](C)(C)C)[Si](C)(C)C)=[N:8][C:7]=2[N:6]=1)(C)C.[C:24]([O:32][CH2:33][CH2:34][O:35][CH2:36]Cl)(=[O:31])[C:25]1[CH:30]=[CH:29][CH:28]=[CH:27][CH:26]=1>>[C:24]([O:32][CH2:33][CH2:34][O:35][CH2:36][N:6]1[CH:5]=[N:13][C:12]2[C:11](=[O:14])[NH:10][C:9]([NH2:15])=[N:8][C:7]1=2)(=[O:31])[C:25]1[CH:30]=[CH:29][CH:28]=[CH:27][CH:26]=1. Reported procedure: A mixture of guanine (2.0g), ammonium sulfate (1.5g), and hexamethyldisilazane (126g) was heated at reflux under nitrogen overnight. Excess hexamethyldisilazane was removed by distillation at reduced pressure. Dry benzene (10ml) was added to the residual oil and any remaining ammonium sulfate removed by filtration. To this solution was added triethylamine (4ml) and a solution of 2-benzoyloxyethoxymethyl chloride (2.8g) in dry benzene (15ml) and the mixture heated at reflux under nitrogen overnig...